From a dataset of the Open Reaction Database (ORD), a public repository of structured organic reaction records. describe an organic reaction: reactants, conditions, products, and yield Reactants: Cl (hydrochloric acid), C(C)[BH-](CC)CC.[Li+] (Lithium triethylborohydride), C(C1=CC=CC=C1)(=O)N1CCC(CC1)CC(=O)OCC (ethyl 1-benzoyl-4-piperidineacetate), O (water). Run in O1CCCC1 (tetrahydrofuran). Conditions: temperature 0 celsius. Yields the product C(C1=CC=CC=C1)(=O)N1CCC(CC1)CCO (1-benzoyl-4-(2-hydroxyethyl)piperidine). As a reaction SMILES: C([BH-](CC)CC)C.[Li+].[C:9]([N:17]1[CH2:22][CH2:21][CH:20]([CH2:23][C:24](OCC)=[O:25])[CH2:19][CH2:18]1)(=[O:16])[C:10]1[CH:15]=[CH:14][CH:13]=[CH:12][CH:11]=1.O.Cl>O1CCCC1>[C:9]([N:17]1[CH2:22][CH2:21][CH:20]([CH2:23][CH2:24][OH:25])[CH2:19][CH2:18]1)(=[O:16])[C:10]1[CH:11]=[CH:12][CH:13]=[CH:14][CH:15]=1 |f:0.1|. Reported procedure: Lithium triethylborohydride (100 ml, 1M solution in tetrahydrofuran) was added dropwise to a solution of ethyl 1-benzoyl-4-piperidineacetate (13.8 g) in dry tetrahydrofuran (50 ml) at 0° C. under nitrogen over 20 minutes whilst maintaining the temperature at 0°-5° C. The mixture was stirred at 0° C. for a further hour, allowed to warm to 20° C. and then water (50 ml) was added slowly. The mixture was acidified with a slight excess of dilute hydrochloric acid and extracted with ethyl acetate. The... Starting materials: BrC1=CC=C(S1)CN (1-(5-bromo-2-thienyl)methanamine), ClC=1C=C(C=CC1)S(=O)(=O)Cl (3-chlorobenzenesulfonyl chloride), C(C)(C)N(C(C)C)CC (N,N-diisopropyl ethyl amine). Run in ClCCl (dichloromethane). Product: BrC1=CC=C(S1)CNS(=O)(=O)C1=CC(=CC=C1)Cl (N-(5-bromo-thiophen-2-ylmethyl)-3-chloro-benzenesulfonamide). As a reaction SMILES: [Br:1][C:2]1[S:6][C:5]([CH2:7][NH2:8])=[CH:4][CH:3]=1.[Cl:9][C:10]1[CH:11]=[C:12]([S:16](Cl)(=[O:18])=[O:17])[CH:13]=[CH:14][CH:15]=1.C(N(CC)C(C)C)(C)C>ClCCl>[Br:1][C:2]1[S:6][C:5]([CH2:7][NH:8][S:16]([C:12]2[CH:13]=[CH:14][CH:15]=[C:10]([Cl:9])[CH:11]=2)(=[O:18])=[O:17])=[CH:4][CH:3]=1. Procedure: In analogy to example 4, step 1, 1-(5-bromo-2-thienyl)methanamine was reacted with 3-chlorobenzenesulfonyl chloride and N,N-diisopropyl ethyl amine in dichloromethane to give N-(5-bromo-thiophen-2-ylmethyl)-3-chloro-benzenesulfonamide as a colorless solid. MS: 363.9 ([M−H]−) The reactants are ClC1=NC(=NC(=N1)OCC(F)(F)F)NC1=CC=C(C(=O)OC(C)(C)C)C=C1 (tert-butyl 4-(4-chloro-6-(2,2,2-trifluoroethoxy)-1,3,5-triazin-2-ylamino)benzoate), NCC1=CC=C(N)C=C1 (4-(aminomethyl)aniline), CCN(C(C)C)C(C)C (Hunig's Base). Run in C1CCOC1 (THF), C(Cl)Cl (DCM). Reaction conditions: temperature 65 celsius, time 16 hour. The product is NC1=CC=C(CNC2=NC(=NC(=N2)OCC(F)(F)F)NC2=CC=C(C(=O)OC(C)(C)C)C=C2)C=C1 (tert-butyl 4-(4-(4-aminobenzylamino)-6-(2,2,2-trifluoroethoxy)-1,3,5-triazin-2-ylamino)benzoate). Isolated yield 61.9%. RXN SMILES: Cl[C:2]1[N:7]=[C:6]([O:8][CH2:9][C:10]([F:13])([F:12])[F:11])[N:5]=[C:4]([NH:14][C:15]2[CH:27]=[CH:26][C:18]([C:19]([O:21][C:22]([CH3:25])([CH3:24])[CH3:23])=[O:20])=[CH:17][CH:16]=2)[N:3]=1.[NH2:28][CH2:29][C:30]1[CH:36]=[CH:35][C:33]([NH2:34])=[CH:32][CH:31]=1.CCN(C(C)C)C(C)C>C1COCC1.C(Cl)Cl>[NH2:34][C:33]1[CH:35]=[CH:36][C:30]([CH2:29][NH:28][C:2]2[N:7]=[C:6]([O:8][CH2:9][C:10]([F:13])([F:12])[F:11])[N:5]=[C:4]([NH:14][C:15]3[CH:27]=[CH:26][C:18]([C:19]([O:21][C:22]([CH3:25])([CH3:24])[CH3:23])=[O:20])=[CH:17][CH:16]=3)[N:3]=2)=[CH:31][CH:32]=1. Procedure details: To a solution of the tert-butyl 4-(4-chloro-6-(2,2,2-trifluoroethoxy)-1,3,5-triazin-2-ylamino)benzoate (2 g, 4.94 mmol) in THF (10 mL) was added 4-(aminomethyl)aniline (0.616 mL, 5.44 mmol) and Hunig's Base (3.45 mL, 19.76 mmol). The resulting mixture was stirred for 16 h. The reaction was then warmed to 65° C. for 2 h at which point the reaction became a homogeneous solution. The reaction was cooled and diluted with DCM and washed with water and brine. The organic layer was collected, dried ove... The reactants are C1COCCN1, CC(C)N1CCN(C(=O)c2ccc(C=O)cc2)CC1. The product is CC(C)N1CCN(C(=O)c2ccc(CN3CCOCC3)cc2)CC1. Reaction SMILES: [CH2:20]1[CH2:21][O:22][CH2:23][CH2:24][NH:25]1.[CH:1]([CH3:2])([CH3:3])[N:4]1[CH2:5][CH2:6][N:7]([C:10](=[O:11])[c:12]2[cH:13][cH:14][c:15]([CH:16]=[O:17])[cH:18][cH:19]2)[CH2:8][CH2:9]1>>[CH:1]([CH3:2])([CH3:3])[N:4]1[CH2:5][CH2:6][N:7]([C:10](=[O:11])[c:12]2[cH:13][cH:14][c:15]([CH2:16][N:25]3[CH2:20][CH2:21][O:22][CH2:23][CH2:24]3)[cH:18][cH:19]2)[CH2:8][CH2:9]1. As a reaction SMILES: [CH2:45]1[O:46][CH2:47][CH2:48][CH2:49]1.[CH3:50][CH2:51][OH:52].[NH2:43][NH2:44].[O:13]=[C:14]1[NH:15][C:22](=[O:23])[c:17]2[c:16]1[cH:21][cH:20][cH:19][cH:18]2.[OH:1][CH2:2][CH:3]1[CH2:4][CH2:5][CH2:6][c:7]2[cH:8][cH:9][cH:10][n:11][c:12]21.[c:24]1([P:25]([c:26]2[cH:27][cH:28][cH:29][cH:30][cH:31]2)[c:32]2[cH:33][cH:34][cH:35][cH:36][cH:37]2)[cH:38][cH:39][cH:40][cH:41][cH:42]1>>[CH2:2]([CH:3]1[CH2:4][CH2:5][CH2:6][c:7]2[cH:8][cH:9][cH:10][n:11][c:12]21)[NH2:15]. Starting materials: C1CCOC1, CCO, NN, O=C1NC(=O)c2ccccc21, OCC1CCCc2cccnc21, c1ccc(P(c2ccccc2)c2ccccc2)cc1. Product: NCC1CCCc2cccnc21. Reactants: BrBr, CC(=O)O, Cc1nc2ccc(N)cc2[nH]1. The product is Cc1nc2ccc(N)c(Br)c2[nH]1. Reaction SMILES: [Br:12][Br:13].[C:14]([OH:15])(=[O:16])[CH3:17].[CH3:1][c:2]1[nH:3][c:4]2[c:5]([n:6]1)[cH:7][cH:8][c:9]([NH2:11])[cH:10]2>>[CH3:1][c:2]1[nH:3][c:4]2[c:5]([n:6]1)[cH:7][cH:8][c:9]([NH2:11])[c:10]2[Br:12]. Procedure details: To a microwave reaction vessel were placed compound 4 (30 mg, 118 mmol), compound 91 (50 mg, 178 mmol), tris(dibenzylideneacetone)dipalladium(0) (5.4 mg, 5.9 mmol), 9,9-dimethyl-4,5-bis(diphenylphosphino)xanthene (8.6 mg, 15 mmol), and sodium tert-butoxide (34 mg, 355 mmol). 1,4-dioxane (4 mL) was added and the vessel was purged with N2 for 3 min, then capped and subjected to microwave irradiation for 2 h at 120° C. After removal of the volatiles, the residue was dissolved in methanol and filter... The product is C1(CCCC1)N1C2=C(C3=C1N=C(N=C3)NC=3C=NC(=CC3)N3CCC(CC3)N(C)C)C=CN=C2 (9-cyclopentyl-N-(6-(4-(dimethylamino)-1-piperidinyl)-3-pyridinyl)-9H-pyrido[4′,3′:4,5]-pyrrolo[2,3-d]pyrimidin-2-amine). Yield: 0.0%. As a reaction SMILES: [CH:1]1([N:6]2[C:10]3[N:11]=[C:12]([NH2:15])[N:13]=[CH:14][C:9]=3[C:8]3[CH:16]=[CH:17][N:18]=[CH:19][C:7]2=3)[CH2:5][CH2:4][CH2:3][CH2:2]1.Br[C:21]1[CH:22]=[CH:23][C:24]([N:27]2[CH2:32][CH2:31][CH:30]([N:33]([CH3:35])[CH3:34])[CH2:29][CH2:28]2)=[N:25][CH:26]=1.CC1(C)C2C=CC=C(P(C3C=CC=CC=3)C3C=CC=CC=3)C=2OC2C1=CC=CC=2P(C1C=CC=CC=1)C1C=CC=CC=1.CC(C)([O-])C.[Na+]>C1C=CC(/C=C/C(/C=C/C2C=CC=CC=2)=O)=CC=1.C1C=CC(/C=C/C(/C=C/C2C=CC=CC=2)=O)=CC=1.C1C=CC(/C=C/C(/C=C/C2C=CC=CC=2)=O)=CC=1.[Pd].[Pd].O1CCOCC1>[CH:1]1([N:6]2[C:10]3[N:11]=[C:12]([NH:15][C:21]4[CH:26]=[N:25][C:24]([N:27]5[CH2:28][CH2:29][CH:30]([N:33]([CH3:35])[CH3:34])[CH2:31][CH2:32]5)=[CH:23][CH:22]=4)[N:13]=[CH:14][C:9]=3[C:8]3[CH:16]=[CH:17][N:18]=[CH:19][C:7]2=3)[CH2:2][CH2:3][CH2:4][CH2:5]1 |f:3.4,5.6.7.8.9|. The reactants are C1(CCCC1)N1C2=C(C3=C1N=C(N=C3)N)C=CN=C2 (9-Cyclopentyl-9H-pyrido[4′,3′:4,5]pyrrolo[2,3-d]pyrimidin-2-amine), CC(C)([O-])C.[Na+] (sodium tert-butoxide), BrC=1C=CC(=NC1)N1CCC(CC1)N(C)C (1-(5-bromopyridin-2-yl)-N,N-dimethylpiperidin-4-amine), CC1(C2=CC=CC(=C2OC=2C(=CC=CC12)P(C1=CC=CC=C1)C1=CC=CC=C1)P(C1=CC=CC=C1)C1=CC=CC=C1)C (9,9-dimethyl-4,5-bis(diphenylphosphino)xanthene). The solvent is O1CCOCC1 (1,4-dioxane). Reagents/catalysts: C=1C=CC(=CC1)/C=C/C(=O)/C=C/C2=CC=CC=C2.C=1C=CC(=CC1)/C=C/C(=O)/C=C/C2=CC=CC=C2.C=1C=CC(=CC1)/C=C/C(=O)/C=C/C2=CC=CC=C2.[Pd].[Pd] (tris(dibenzylideneacetone)dipalladium(0)). Reactants: C1(CCCCC1)C(=O)C1=CC=C(N1C)S(=O)(=O)Cl (5-(Cyclohexanecarbonyl)-1-methyl-1H-pyrrole-2-sulfonyl chloride), N (NH3), Cl (HCl). The solvent is C(Cl)Cl (DCM). Yields the product C1(CCCCC1)C(=O)C1=CC=C(N1C)S(=O)(=O)N (5-(Cyclohexanecarbonyl)-1-methyl-1H-pyrrole-2-sulfonamide). Yield: 69.0%. Reaction SMILES: [CH:1]1([C:7]([C:9]2[N:13]([CH3:14])[C:12]([S:15](Cl)(=[O:17])=[O:16])=[CH:11][CH:10]=2)=[O:8])[CH2:6][CH2:5][CH2:4][CH2:3][CH2:2]1.[NH3:19].Cl>C(Cl)Cl>[CH:1]1([C:7]([C:9]2[N:13]([CH3:14])[C:12]([S:15]([NH2:19])(=[O:17])=[O:16])=[CH:11][CH:10]=2)=[O:8])[CH2:6][CH2:5][CH2:4][CH2:3][CH2:2]1. Procedure: Through a solution of compound 25c (1.7 g, 5.88 mmol) in DCM (120 mL) was bubbled NH3 for 30 min at 0° C. with stirring and then was added HCl to adjusted pH to 4-5 and extracted with DCM. The combined organic layers were washed with brine, dried over Na2SO4, filtered and evaporated to give compound 25d (1.1 g, 69%) as a crude solid. The reactants are CC(C)c1nc2cc(C(F)(F)F)ccc2n1C, [Na+], [Na+], [Na+], O=C([O-])[O-], [OH-], O, O=[N+]([O-])O, O=S(=O)(O)O. Yields the product CC(C)c1nc2cc(C(F)(F)F)c([N+](=O)[O-])cc2n1C. Reaction SMILES: [CH:10]([CH3:11])([CH3:12])[c:13]1[n:14][c:15]2[c:16]([n:17]1[CH3:18])[cH:19][cH:20][c:21]([C:23]([F:24])([F:25])[F:26])[cH:22]2.[Na+:28].[Na+:29].[Na+:30].[O-:31][C:32](=[O:33])[O-:34].[OH-:27].[OH2:35].[OH:1][N+:2]([O-:3])=[O:4].[S:5](=[O:6])(=[O:7])([OH:8])[OH:9]>>[O-:1][N+:2](=[O:4])[c:20]1[cH:19][c:16]2[c:15]([n:14][c:13]([CH:10]([CH3:11])[CH3:12])[n:17]2[CH3:18])[cH:22][c:21]1[C:23]([F:24])([F:25])[F:26]. Reactants: ClC1=CC=C(C=C1)C=1N=C2N(C=CC=C2)C1CC1=NOC(=N1)C(=O)NN (3-((2-(4-chlorophenyl)imidazo[1,2-a]pyridin-3-yl)methyl)-1,2,4-oxadiazole-5-carbohydrazide), ClC1=CC=C(C=C1)C=1N=C2N(C=C(C=C2)F)C1CC1=NOC(=N1)C(=O)OCC (ethyl 3-((2-(4-chlorophenyl)-6-fluoroimidazo[1,2-a]pyridin-3-yl)methyl)-1,2,4-oxadiazole-5-carboxylate), O.NN (hydrazine hydrate). Product: ClC1=CC=C(C=C1)C=1N=C2N(C=C(C=C2)F)C1CC1=NOC(=N1)C(=O)NN (3-((2-(4-chlorophenyl)-6-fluoroimidazo[1,2-a]pyridin-3-yl)methyl)-1,2,4-oxadiazole-5-carbohydrazide). Reaction SMILES: [Cl:1][C:2]1[CH:7]=[CH:6][C:5]([C:8]2[N:9]=[C:10]3[CH:15]=[CH:14][CH:13]=[CH:12][N:11]3[C:16]=2[CH2:17][C:18]2[N:22]=[C:21]([C:23]([NH:25][NH2:26])=[O:24])[O:20][N:19]=2)=[CH:4][CH:3]=1.ClC1C=CC(C2N=C3C=CC([F:42])=CN3C=2CC2N=C(C(OCC)=O)ON=2)=CC=1.O.NN>>[Cl:1][C:2]1[CH:3]=[CH:4][C:5]([C:8]2[N:9]=[C:10]3[CH:15]=[CH:14][C:13]([F:42])=[CH:12][N:11]3[C:16]=2[CH2:17][C:18]2[N:22]=[C:21]([C:23]([NH:25][NH2:26])=[O:24])[O:20][N:19]=2)=[CH:6][CH:7]=1 |f:2.3|. Procedure: The title compound was prepared in the same fashion as that for compound 215 from ethyl 3-((2-(4-chlorophenyl)-6-fluoroimidazo[1,2-a]pyridin-3-yl)methyl)-1,2,4-oxadiazole-5-carboxylate and hydrazine hydrate. m/e+=387 (M+H+). 1H NMR (400 MHz, in DMSO-d6): δ 10.75 (1H, D, brs, NH), δ 8.70-8.68 (1H, D, dd, J=4.4, 2.0 Hz, ArH), δ 7.83-7.80 (2H, D, d, J=8.4 Hz, ArH), δ 7.75-7.71 (1H, D, dd, J=10.0, 5.2 Hz, ArH), δ 7.55-7.53 (2H, D, d, J=8.4 Hz, ArH), δ 7.47-7.42 (1H, D, dt, J=8.4, 2.4 Hz, ArH), δ 5.0...